From a dataset of the Open Reaction Database (ORD), a public repository of structured organic reaction records. describe an organic reaction: reactants, conditions, products, and yield Starting materials: CCOCC, CCOC(=O)C(C)C(=O)OCC, Nc1cccc(S)c1. The product is CCOC(=O)C(C)C(=O)Nc1cccc(S)c1. As a reaction SMILES: [CH3:21][CH2:22][O:23][CH2:24][CH3:25].[CH3:9][CH:10]([C:11](=[O:12])[O:13][CH2:14][CH3:15])[C:16](=[O:17])[O:18][CH2:19][CH3:20].[NH2:1][c:2]1[cH:3][c:4]([SH:8])[cH:5][cH:6][cH:7]1>>[NH:1]([c:2]1[cH:3][c:4]([SH:8])[cH:5][cH:6][cH:7]1)[C:16]([CH:10]([CH3:9])[C:11](=[O:12])[O:13][CH2:14][CH3:15])=[O:17]. Starting materials: C(C1=CC=CC=C1)OC(=O)NC1(CCN(CC1)C([C@@](C1=CC=CC=C1)(O)[C@H]1CC(CC1)(F)F)=O)C (4-benzyloxycarbonylamino-1-{(2R)-2-((1R)-3,3-difluorocyclopentyl)-2-hydroxy-2-phenylacetyl}-4-methylpiperidine). Reagents/catalysts: [C].[Pd] (palladium-carbon). Solvent: CO (methanol), C(C)(=O)OCC (ethyl acetate). Conditions: time 18 hour. The product is NC1(CCN(CC1)C([C@@](C1=CC=CC=C1)(O)[C@H]1CC(CC1)(F)F)=O)C (4-Amino-1-{(2R)-2-((1R)-3,3-difluorocyclopentyl)-2-hydroxy-2-phenylacetyl}-4-methylpiperidine). Isolated yield 77.8%. As a reaction SMILES: C(OC([NH:11][C:12]1([CH3:35])[CH2:17][CH2:16][N:15]([C:18](=[O:34])[C@:19]([C@@H:27]2[CH2:31][CH2:30][C:29]([F:33])([F:32])[CH2:28]2)([OH:26])[C:20]2[CH:25]=[CH:24][CH:23]=[CH:22][CH:21]=2)[CH2:14][CH2:13]1)=O)C1C=CC=CC=1>CO.C(OCC)(=O)C.[C].[Pd]>[NH2:11][C:12]1([CH3:35])[CH2:17][CH2:16][N:15]([C:18](=[O:34])[C@:19]([C@@H:27]2[CH2:31][CH2:30][C:29]([F:32])([F:33])[CH2:28]2)([OH:26])[C:20]2[CH:25]=[CH:24][CH:23]=[CH:22][CH:21]=2)[CH2:14][CH2:13]1 |f:3.4|. Procedure: To a solution of 568 mg of 4-benzyloxycarbonylamino-1-{(2R)-2-((1R)-3,3-difluorocyclopentyl)-2-hydroxy-2-phenylacetyl}-4-methylpiperidine in a mixture of 10 ml of methanol and 5 ml of ethyl acetate, 200 mg of 10% palladium-carbon catalyst was added, followed by stirring for 18 hours under a hydrogen atmosphere. After filtering the catalyst off, the solvent was distilled off under reduced pressure, and the resulting residue was dissolved in 1M hydrochloric acid and washed with diethyl ether. Afte... The reactants are [Br-], C#CCBr, [H-], [Li+], [Na+], C1COCCO1, O=c1cc(-c2ccccc2)c2cccnc2[nH]1. Product: C#CCn1c(=O)cc(-c2ccccc2)c2cccnc21. As a reaction SMILES: [Br-:25].[CH2:20]([C:21]#[CH:22])[Br:23].[H-:1].[Li+:24].[Na+:2].[O:26]1[CH2:27][CH2:28][O:29][CH2:30][CH2:31]1.[c:3]1(-[c:9]2[cH:10][c:11](=[O:19])[nH:12][c:13]3[n:14][cH:15][cH:16][cH:17][c:18]23)[cH:4][cH:5][cH:6][cH:7][cH:8]1>>[c:3]1(-[c:9]2[cH:10][c:11](=[O:19])[n:12]([CH2:22][C:21]#[CH:20])[c:13]3[n:14][cH:15][cH:16][cH:17][c:18]23)[cH:4][cH:5][cH:6][cH:7][cH:8]1. The reactants are CCOC(=O)C1(N(C(C)=O)c2cccc(F)c2)CCN(Cc2ccccc2)CC1, C1CCOC1, CCOC(C)=O, CCCCCCC, Cl, O. The product is O=C1CC(=O)C2(CCN(Cc3ccccc3)CC2)N1c1cccc(F)c1. As a reaction SMILES: [C:1]([CH3:2])(=[O:3])[N:4]([C:5]1([C:18]([O:20][CH2:19][CH3:21])=[O:22])[CH2:6][CH2:7][N:8]([CH2:11][c:12]2[cH:13][cH:14][cH:15][cH:16][cH:17]2)[CH2:9][CH2:10]1)[c:23]1[cH:24][c:25]([F:29])[cH:26][cH:27][cH:28]1.[CH2:38]1[O:39][CH2:40][CH2:41][CH2:42]1.[CH3:31][CH2:32][O:33][C:34]([CH3:35])=[O:36].[CH3:43][CH2:44][CH2:45][CH2:46][CH2:47][CH2:48][CH3:49].[ClH:37].[OH2:30]>>[C:1]1(=[O:3])[CH2:2][C:18](=[O:20])[C:5]2([N:4]1[c:23]1[cH:24][c:25]([F:29])[cH:26][cH:27][cH:28]1)[CH2:6][CH2:7][N:8]([CH2:11][c:12]1[cH:13][cH:14][cH:15][cH:16][cH:17]1)[CH2:9][CH2:10]2. Reactants: [Cl-].[NH4+] (ammonium chloride), FC1=C(C=O)C=C(C=C1)F (2,5-difluorobenzaldehyde), C(C)(C)[Mg]Cl (isopropylmagnesium chloride), BrC1=NC=C(C=C1)C (2-bromo-5-methylpyridine). The solvent is O1CCCC1 (tetrahydrofuran), O1CCCC1 (tetrahydrofuran). Run at time 60 minute. The product is FC1=C(C=C(C=C1)F)C(C1=NC=C(C=C1)C)O (2-[(2,5-Difluorophenyl)-hydroxymethyl]-5-methylpyridine). RXN SMILES: C([Mg]Cl)(C)C.Br[C:7]1[CH:12]=[CH:11][C:10]([CH3:13])=[CH:9][N:8]=1.[F:14][C:15]1[CH:22]=[CH:21][C:20]([F:23])=[CH:19][C:16]=1[CH:17]=[O:18].[Cl-].[NH4+]>O1CCCC1>[F:14][C:15]1[CH:22]=[CH:21][C:20]([F:23])=[CH:19][C:16]=1[CH:17]([OH:18])[C:7]1[CH:12]=[CH:11][C:10]([CH3:13])=[CH:9][N:8]=1 |f:3.4|. Procedure: Under an argon atmosphere, a tetrahydrofuran solution (1.5 ml, 3 mmol) of isopropylmagnesium chloride was added dropwise to a tetrahydrofuran (2 ml) solution of 2-bromo-5-methylpyridine (510 mg, 3 mmol) under ice cooling and the mixture was stirred at room temperature for 60 minutes. Under ice cooling, 2,5-difluorobenzaldehyde (328 μl, 3 mmol) was added dropwise to the resulting brown solution. The temperature of the reaction mixture was raised gradually to room temperature. A saturated aqueous ...